This data is from the Open Reaction Database (ORD), a public repository of structured organic reaction records. The task is: describe an organic reaction: reactants, conditions, products, and yield The reactants are C(C)OC(C1=C(C(=CC=C1)SC1=C(NC2=CC(=CC=C12)Cl)C)C)=O (3-(6-chloro-2-methyl-1H-indol-3-ylsulfanyl)-2-methyl-benzoic acid ethyl ester), BrC=1C=NN(C1)C (4-bromo-1-methylpyrazole). Yields the product C(C)OC(C1=C(C(=CC=C1)SC1=C(N(C2=CC(=CC=C12)Cl)C=1C=NN(C1)C)C)C)=O (3-[6-Chloro-2-methyl-1-(1-methyl-1H-pyrazol-4-yl)-1H-indol-3-ylsulfanyl]-2-methyl-benzoic acid ethyl ester). Reaction SMILES: [CH2:1]([O:3][C:4](=[O:24])[C:5]1[CH:10]=[CH:9][CH:8]=[C:7]([S:11][C:12]2[C:20]3[C:15](=[CH:16][C:17]([Cl:21])=[CH:18][CH:19]=3)[NH:14][C:13]=2[CH3:22])[C:6]=1[CH3:23])[CH3:2].Br[C:26]1[CH:27]=[N:28][N:29]([CH3:31])[CH:30]=1>>[CH2:1]([O:3][C:4](=[O:24])[C:5]1[CH:10]=[CH:9][CH:8]=[C:7]([S:11][C:12]2[C:20]3[C:15](=[CH:16][C:17]([Cl:21])=[CH:18][CH:19]=3)[N:14]([C:26]3[CH:27]=[N:28][N:29]([CH3:31])[CH:30]=3)[C:13]=2[CH3:22])[C:6]=1[CH3:23])[CH3:2]. Reported procedure: Prepared according to the procedure described in Example 42, Step 4, using the following starting materials: 3-(6-chloro-2-methyl-1H-indol-3-ylsulfanyl)-2-methyl-benzoic acid ethyl ester and 4-bromo-1-methylpyrazole. Reactants: CO (Methanol), CSC(C(=O)OC)(C)C1=CC(=CC=C1)C1(OCCO1)C1=CC=CC=C1 (methyl α-methylthio-α-[m-(2-phenyl-1,3-dioxa-2-cyclopentyl)phenyl]propionate), [OH-].[Na+] (sodium hydroxide). Run in O (water), O (water). The product is CSC(C(=O)O)(C)C1=CC(=CC=C1)C1(OCCO1)C1=CC=CC=C1 (α-methylthio-α-[m-(2-phenyl-1,3-dioxa-2-cyclopentyl)phenyl]propionic acid). Isolated yield 97.7%. RXN SMILES: CO.[CH3:3][S:4][C:5]([C:11]1[CH:16]=[CH:15][CH:14]=[C:13]([C:17]2([C:22]3[CH:27]=[CH:26][CH:25]=[CH:24][CH:23]=3)[O:21][CH2:20][CH2:19][O:18]2)[CH:12]=1)([CH3:10])[C:6]([O:8]C)=[O:7].[OH-].[Na+]>O>[CH3:3][S:4][C:5]([C:11]1[CH:16]=[CH:15][CH:14]=[C:13]([C:17]2([C:22]3[CH:27]=[CH:26][CH:25]=[CH:24][CH:23]=3)[O:21][CH2:20][CH2:19][O:18]2)[CH:12]=1)([CH3:10])[C:6]([OH:8])=[O:7] |f:2.3|. Procedure details: Methanol (4 ml) and 1 ml of water were added to 1.277 g of methyl α-methylthio-α-[m-(2-phenyl-1,3-dioxa-2-cyclopentyl)phenyl]propionate. Furthermore, 350 mg of sodium hydroxide was added, and the mixture was heated under reflux for 2 hours. After cooling, 30 ml of water was added, and the mixture was washed twice with 10 ml of diethyl ether. To the aqueous layer was added about 6 ml of 3.5% hydrochloric acid to adjust its pH to 3. It was then extracted four times with 20 ml of diethyl ether. The... The reactants are FC1=C(CO)C=C(C=C1)C (2-fluoro-5-methylbenzyl alcohol), FC1=C(C=O)C=C(C=C1)Cl (2-fluoro-5-chlorobenzaldehyde). Yields the product FC1=C(CO)C=C(C=C1)Cl (2-fluoro-5-chlorobenzyl alcohol). Reaction SMILES: FC1C=CC(C)=CC=1CO.[F:11][C:12]1[CH:19]=[CH:18][C:17]([Cl:20])=[CH:16][C:13]=1[CH:14]=[O:15]>>[F:11][C:12]1[CH:19]=[CH:18][C:17]([Cl:20])=[CH:16][C:13]=1[CH2:14][OH:15]. Procedure details: The title intermediate was prepared essentially as was 2-fluoro-5-methylbenzyl alcohol, supra, except that an equimolar amount of 2-fluoro-5-chlorobenzaldehyde was employed instead of the 2-fluoro-5-methylbenzaldehyde employed therein. Reactants: C12C(C3CC(CC(C1)C3)C2)N2NC(C2=O)(C)C (2-(Adamantan-2-yl)-4,4-dimethyl-1,2-diazetidin-3-one), COC1=C(CBr)C=CC=C1 (2-methoxybenzyl bromide). The product is COC1=C(CN2N(C(C2(C)C)=O)C2C3CC4CC(CC2C4)C3)C=CC=C1 (1-(2-methoxybenzyl)-4,4-dimethyl-2-(adamantan-2-yl)-1,2-diazetidin-3-one). Reaction SMILES: [CH:1]12[CH2:10][CH:5]3[CH2:6][CH:7]([CH2:9][CH:3]([CH2:4]3)[CH:2]1[N:11]1[C:14](=[O:15])[C:13]([CH3:17])([CH3:16])[NH:12]1)[CH2:8]2.[CH3:18][O:19][C:20]1[CH:27]=[CH:26][CH:25]=[CH:24][C:21]=1[CH2:22]Br>>[CH3:18][O:19][C:20]1[CH:27]=[CH:26][CH:25]=[CH:24][C:21]=1[CH2:22][N:12]1[C:13]([CH3:17])([CH3:16])[C:14](=[O:15])[N:11]1[CH:2]1[CH:3]2[CH2:4][CH:5]3[CH2:6][CH:7]([CH2:8][CH:1]1[CH2:10]3)[CH2:9]2. Reported procedure: 2-(Adamantan-2-yl)-4,4-dimethyl-1,2-diazetidin-3-one and 2-methoxybenzyl bromide were used for a similar reaction and treatment as Process 6 of Example 1, and the title compound was obtained as a colorless oil. The reactants are Cl.ClC1=CC=C(C=C1)CCC(CN1C=NC=C1)OS(=O)(=O)C (1-[4-(4-Chlorophenyl)-2-methanesulfonyloxy-n-butyl]imidazole hydrochloride), C([O-])([O-])=O.[K+].[K+] (potassium carbonate). Solvent: C(Cl)Cl (methylene chloride). Product: ClC1=CC=C(C=C1)CCC(CN1C=NC=C1)OS(=O)(=O)C (1-[4-(4-chlorophenyl)-2-methanesulfonyloxy-n-butyl]imidazole). As a reaction SMILES: Cl.[Cl:2][C:3]1[CH:8]=[CH:7][C:6]([CH2:9][CH2:10][CH:11]([O:18][S:19]([CH3:22])(=[O:21])=[O:20])[CH2:12][N:13]2[CH:17]=[CH:16][N:15]=[CH:14]2)=[CH:5][CH:4]=1.C(=O)([O-])[O-].[K+].[K+]>C(Cl)Cl>[Cl:2][C:3]1[CH:8]=[CH:7][C:6]([CH2:9][CH2:10][CH:11]([O:18][S:19]([CH3:22])(=[O:21])=[O:20])[CH2:12][N:13]2[CH:17]=[CH:16][N:15]=[CH:14]2)=[CH:5][CH:4]=1 |f:0.1,2.3.4|. Procedure: 1-[4-(4-Chlorophenyl)-2-methanesulfonyloxy-n-butyl]imidazole hydrochloride (3.65 g) (prepared in Preparation 10) in methylene chloride (50 ml) was shaken with excess 10% aqueous potassium carbonate solution until no solid remained. The organic layer was separated, dried (MgSO4) and evaporated to give 1-[4-(4-chlorophenyl)-2-methanesulfonyloxy-n-butyl]imidazole as a solid.